From a dataset of the Open Reaction Database (ORD), a public repository of structured organic reaction records. describe an organic reaction: reactants, conditions, products, and yield The reactants are CI (methyl iodide), CNC(=S)N (N-methylthiourea), C[O-].[Na+] (sodium methylate), C(C)OC(CC(=O)OCC)=O (malonic acid diethyl ester). The solvent is CO (methanol). Conditions: temperature 50 celsius, time 3 hour. Yields the product OC=1N=C(N(C(C1)=O)C)SC (1,6-dihydro-4-hydroxy-1-methyl-2-methylthio-6-oxo-pyrimidine). Yield: 92.9%. As a reaction SMILES: [CH3:1][NH:2][C:3]([NH2:5])=[S:4].[CH3:6][O-].[Na+].C([O:11][C:12](=O)[CH2:13][C:14]([O:16]CC)=O)C.CI>CO>[OH:11][C:12]1[N:5]=[C:3]([S:4][CH3:6])[N:2]([CH3:1])[C:14](=[O:16])[CH:13]=1 |f:1.2|. Reported procedure: A mixture of 45 g (0.5 mol) of N-methylthiourea, 54 g (1 mol) of sodium methylate, 200 ml of methanol and 80 g (0.5 mol) of malonic acid diethyl ester was boiled for 3 hours under reflux. 71 g (0.5 mol) of methyl iodide were then added dropwise at about 50° C. and the mixture was stirred for a further 0.5 hour at 50° C. The salt which crystallized out was filtered off and was then dissolved in 400 ml of water. The solution was neutralized by adding glacial acetic acid, the precipitate was then f... The reactants are ClC(Cl)Cl, Cn1c(=O)c(Oc2ccccc2F)cc2cnc(S(C)(=O)=O)nc21, NCCCN1CCCC1=O. Product: Cn1c(=O)c(Oc2ccccc2F)cc2cnc(NCCCN3CCCC3=O)nc21. RXN SMILES: [CH:35]([Cl:36])([Cl:37])[Cl:38].[F:1][c:2]1[c:3]([O:4][c:5]2[cH:6][c:7]3[c:8]([n:9][c:10]([S:13]([CH3:14])(=[O:15])=[O:16])[n:11][cH:12]3)[n:17]([CH3:20])[c:18]2=[O:19])[cH:21][cH:22][cH:23][cH:24]1.[NH2:25][CH2:26][CH2:27][CH2:28][N:29]1[C:30](=[O:34])[CH2:31][CH2:32][CH2:33]1>>[F:1][c:2]1[c:3]([O:4][c:5]2[cH:6][c:7]3[c:8]([n:9][c:10]([NH:25][CH2:26][CH2:27][CH2:28][N:29]4[C:30](=[O:34])[CH2:31][CH2:32][CH2:33]4)[n:11][cH:12]3)[n:17]([CH3:20])[c:18]2=[O:19])[cH:21][cH:22][cH:23][cH:24]1. The reactants are NC1=NC2=NC=C(N=C2C(=N1)O)CNC1=CC=C(C(=O)N[C@@H](CCC(NCCOCCOCCOCCNC(OC(C)(C)C)=O)=O)C(=O)OC(C)(C)C)C=C1 ((S)-tert-butyl 21-(4-((2-amino-4-hydroxypteridin-6-yl)methylamino)benzamido)-2,2-dimethyl-4,18-dioxo-3,8,11,14-tetraoxa-5,17-diazadocosan-22-oate). The solvent is Cl (hydrochloric acid), Cl (hydrochloric acid). Run at time 16 hour. Yields the product NCCOCCOCCOCCNC(CC[C@@H](C(=O)O)NC(C1=CC=C(C=C1)NCC=1N=C2C(=NC(=NC2=NC1)N)O)=O)=O ((S)-1-amino-16-(4-((2-amino-4-hydroxypteridin-6-yl)methylamino)benzamido)-13-oxo-3,6,9-trioxa-12-azaheptadecan-17-oic acid). Isolated yield 35.7%. As a reaction SMILES: [NH2:1][C:2]1[N:11]=[C:10]([OH:12])[C:9]2[C:4](=[N:5][CH:6]=[C:7]([CH2:13][NH:14][C:15]3[CH:55]=[CH:54][C:18]([C:19]([NH:21][C@H:22]([C:47]([O:49]C(C)(C)C)=[O:48])[CH2:23][CH2:24][C:25](=[O:46])[NH:26][CH2:27][CH2:28][O:29][CH2:30][CH2:31][O:32][CH2:33][CH2:34][O:35][CH2:36][CH2:37][NH:38]C(=O)OC(C)(C)C)=[O:20])=[CH:17][CH:16]=3)[N:8]=2)[N:3]=1>Cl>[NH2:38][CH2:37][CH2:36][O:35][CH2:34][CH2:33][O:32][CH2:31][CH2:30][O:29][CH2:28][CH2:27][NH:26][C:25](=[O:46])[CH2:24][CH2:23][C@H:22]([NH:21][C:19](=[O:20])[C:18]1[CH:54]=[CH:55][C:15]([NH:14][CH2:13][C:7]2[N:8]=[C:9]3[C:4](=[N:5][CH:6]=2)[N:3]=[C:2]([NH2:1])[N:11]=[C:10]3[OH:12])=[CH:16][CH:17]=1)[C:47]([OH:49])=[O:48]. Procedure details: To (S)-tert-butyl 21-(4-((2-amino-4-hydroxypteridin-6-yl)methylamino)benzamido)-2,2-dimethyl-4,18-dioxo-3,8,11,14-tetraoxa-5,17-diazadocosan-22-oate (425 mg, 0.551 mmol) aqueous 6 M hydrochloric acid (10 mL) was added. The reaction was stirred at ambient temperature for 16 hours. After this time, the reaction was not complete. The reaction was concentrated under reduced pressure and dissolved in N,N-dimethylformamide (5 mL). To the resulting mixture TFA (7 mL) was added and reaction mixture stir... Reactants: OCCCN1C(CCCC1)=O (N-(3-hydroxypropyl)-2-piperidone), [H-].[Na+] (sodium hydride), ClC1N(C(C2=CC=CC=C12)=O)C1=NC2=NC(=CC=C2C=C1)Cl (3-chloro-2-(7-chloro-1,8-naphthyridin-2-yl)-1-isoindolinone). Run in O1CCCC1 (tetrahydrofuran). The product is ClC1=CC=C2C=CC(=NC2=N1)N1C(C2=CC=CC=C2C1OCCCN1C(CCCC1)=O)=O (2-(7-Chloro-1,8-naphthyridin-2-yl)-3-[3-(2-oxopiperidino)propoxy]-1-isoindolinone). The yield is 14.6%. RXN SMILES: [OH:1][CH2:2][CH2:3][CH2:4][N:5]1[CH2:10][CH2:9][CH2:8][CH2:7][C:6]1=[O:11].[H-].[Na+].Cl[CH:15]1[C:23]2[C:18](=[CH:19][CH:20]=[CH:21][CH:22]=2)[C:17](=[O:24])[N:16]1[C:25]1[CH:34]=[CH:33][C:32]2[C:27](=[N:28][C:29]([Cl:35])=[CH:30][CH:31]=2)[N:26]=1>O1CCCC1>[Cl:35][C:29]1[N:28]=[C:27]2[C:32]([CH:33]=[CH:34][C:25]([N:16]3[CH:15]([O:1][CH2:2][CH2:3][CH2:4][N:5]4[CH2:10][CH2:9][CH2:8][CH2:7][C:6]4=[O:11])[C:23]4[C:18](=[CH:19][CH:20]=[CH:21][CH:22]=4)[C:17]3=[O:24])=[N:26]2)=[CH:31][CH:30]=1 |f:1.2|. Reported procedure: The procedure is as in Example 22, but starting with N-(3-hydroxypropyl)-2-piperidone (7 g) in anhydrous tetrahydrofuran (150 cc), an oily suspension (50% by weight; 2.15 g) of sodium hydride and 3-chloro-2-(7-chloro-1,8-naphthyridin-2-yl)-1-isoindolinone (10 g). The product obtained is purified by chromatography on silica (0.063-0.2 mm; 240 g) contained in a column 5 cm in diameter, collecting 50-cc fractions. Fractions 23 to 27, eluted with a mixture of methylene chloride and methanol (95:5 by... Starting materials: resultant solution, C(C1=CC=CC=C1)(=O)OCCON=C(C(=O)OCC)C=1N=C(SC1)N (ethyl 2-(2-benzoyloxyethoxyimino)-2-(2-aminothiazol-4-yl)acetate), [OH-].[Na+] (sodium hydroxide), CO (methanol), Cl (hydrochloric acid). Solvent: O1CCCC1 (tetrahydrofuran). Conditions: time 12 hour. The product is OCCON=C(C(=O)O)C=1N=C(SC1)N (2-(2-hydroxyethoxyimino)-2-(2-aminothiazol-4-yl)acetic acid). Yield: 61.0%. RXN SMILES: C([O:9][CH2:10][CH2:11][O:12][N:13]=[C:14]([C:20]1[N:21]=[C:22]([NH2:25])[S:23][CH:24]=1)[C:15]([O:17]CC)=[O:16])(=O)C1C=CC=CC=1.[OH-].[Na+].CO.Cl>O1CCCC1>[OH:9][CH2:10][CH2:11][O:12][N:13]=[C:14]([C:20]1[N:21]=[C:22]([NH2:25])[S:23][CH:24]=1)[C:15]([OH:17])=[O:16] |f:1.2|. Procedure: A mixture of ethyl 2-(2-benzoyloxyethoxyimino)-2-(2-aminothiazol-4-yl)acetate (syn isomer) (8.5 g.), 1 N aqueous sodium hydroxide (35 ml.), methanol (40 ml.) and tetrahydrofuran (40 ml.) was stirred at 35° to 40° C. for 9 hours and at ambient temperature for 12 hours. After adjusting the resultant solution to pH 6.5 with conc. hydrochloric acid, the solution was concentrated to about 2/3 volume of the initial. The concentrate was adjusted to pH 3.5 with conc. hydrochloric acid under ice-cooling,... The reactants are BrC1=CC=C(O[C@@H]2CN3CCC2CC3)C=C1 ((S)-3-(4-bromo-phenoxy)-1-aza-bicyclo[2.2.2]octane), ClC1=CC=C(C=C1)C=1C=CC(=NC1)C#C (5-(4-chloro-phenyl)-2-ethynyl-pyridine). Yields the product ClC1=CC=C(C=C1)C=1C=CC(=NC1)C#CC1=CC=C(O[C@@H]2CN3CCC2CC3)C=C1 ((S)-3-{4-[5-(4-chloro-phenyl)-pyridin-2-ylethynyl]-phenoxy}-1-aza-bicyclo[2.2.2]octane). As a reaction SMILES: Br[C:2]1[CH:16]=[CH:15][C:5]([O:6][C@H:7]2[CH:12]3[CH2:13][CH2:14][N:9]([CH2:10][CH2:11]3)[CH2:8]2)=[CH:4][CH:3]=1.[Cl:17][C:18]1[CH:23]=[CH:22][C:21]([C:24]2[CH:25]=[CH:26][C:27]([C:30]#[CH:31])=[N:28][CH:29]=2)=[CH:20][CH:19]=1>>[Cl:17][C:18]1[CH:19]=[CH:20][C:21]([C:24]2[CH:25]=[CH:26][C:27]([C:30]#[C:31][C:2]3[CH:16]=[CH:15][C:5]([O:6][C@H:7]4[CH:12]5[CH2:13][CH2:14][N:9]([CH2:10][CH2:11]5)[CH2:8]4)=[CH:4][CH:3]=3)=[N:28][CH:29]=2)=[CH:22][CH:23]=1. Reported procedure: Prepared according to general working method I from (S)-3-(4-bromo-phenoxy)-1-aza-bicyclo[2.2.2]octane (170 mg, 0.62 mmol) and 5-(4-chloro-phenyl)-2-ethynyl-pyridine (100 mg, 0.47 mmol). The solvent is C1CCOC1 (THF). Procedure details: To a solution of [2-(4-bromo-2,6-dimethyl-phenoxy)-3,6-dimethyl-pyridin-4-yl]-(1-ethyl-propyl)-amine in dry THF was added n-butyllithium at −78° C. After stirring at −78° C. for 10 min, (PhSO2)2NF was added and the resulting mixture was stirred at −78° C. for 30 min, the dry-ice bath was removed. After stirring for 5 min, the mixture was quenched with brine and extracted with ethyl acetate. The organic layer was separated, dried, and concentrated to dryness. The residue was purified through sili... Reaction SMILES: Br[C:2]1[CH:22]=[C:21]([CH3:23])[C:5]([O:6][C:7]2[C:12]([CH3:13])=[C:11]([NH:14][CH:15]([CH2:18][CH3:19])[CH2:16][CH3:17])[CH:10]=[C:9]([CH3:20])[N:8]=2)=[C:4]([CH3:24])[CH:3]=1.C([Li])CCC.N([F:49])(S(C1C=CC=CC=1)(=O)=O)S(C1C=CC=CC=1)(=O)=O>C1COCC1>[CH2:16]([CH:15]([NH:14][C:11]1[CH:10]=[C:9]([CH3:20])[N:8]=[C:7]([O:6][C:5]2[C:21]([CH3:23])=[CH:22][C:2]([F:49])=[CH:3][C:4]=2[CH3:24])[C:12]=1[CH3:13])[CH2:18][CH3:19])[CH3:17]. Run at temperature -78 celsius, time 10 minute. Starting materials: BrC1=CC(=C(OC2=NC(=CC(=C2C)NC(CC)CC)C)C(=C1)C)C ([2-(4-bromo-2,6-dimethyl-phenoxy)-3,6-dimethyl-pyridin-4-yl]-(1-ethyl-propyl)-amine), C(CCC)[Li] (n-butyllithium), N(S(=O)(=O)C1=CC=CC=C1)(S(=O)(=O)C1=CC=CC=C1)F ((PhSO2)2NF). Product: C(C)C(CC)NC1=C(C(=NC(=C1)C)OC1=C(C=C(C=C1C)F)C)C ((1-Ethyl-propyl)-[2-(4-fluoro-2,6-dimethyl-phenoxy)-3,6-dimethyl-pyridin-4-yl]-amine).